This data is from the Open Reaction Database (ORD), a public repository of structured organic reaction records. The task is: describe an organic reaction: reactants, conditions, products, and yield Reactants: C1(CCCCC1)NC([C@@H](C[C@@H]([C@H](CC1=CC=CC=C1)NC(=O)OC(C)(C)C)O)C)=O ((2R,4S,5S)-5-t-Butoxycarbonylamino-4-hydroxy-2-methyl-6-phenylhexanoic acid cyclohexylamide), C12C(CC(CC1)C2)NC([C@@H](C[C@@H]([C@H](CC2=CC=CC=C2)N)O)C)=O ((2R,4S,5S)-5-Amino-4-hydroxy-2-methyl-6-phenylhexanoic acid (bicyclo[2.2.1]hept-2-yl)amide). Yields the product C1(CCCCC1)NC([C@@H](C[C@@H]([C@H](CC1=CC=CC=C1)N)O)C)=O ((2R,4S,5S)-5-Amino-4-hydroxy-2-methyl-6-phenylhexanoic acid cyclohexylamide). As a reaction SMILES: [CH:1]1([NH:7][C:8](=[O:30])[C@H:9]([CH3:29])[CH2:10][C@H:11]([OH:28])[C@@H:12]([NH:20]C(OC(C)(C)C)=O)[CH2:13][C:14]2[CH:19]=[CH:18][CH:17]=[CH:16][CH:15]=2)[CH2:6][CH2:5][CH2:4][CH2:3][CH2:2]1.C12CC(CC1)CC2NC(=O)[C@H](C)C[C@H](O)[C@@H](N)CC1C=CC=CC=1>>[CH:1]1([NH:7][C:8](=[O:30])[C@H:9]([CH3:29])[CH2:10][C@H:11]([OH:28])[C@@H:12]([NH2:20])[CH2:13][C:14]2[CH:19]=[CH:18][CH:17]=[CH:16][CH:15]=2)[CH2:6][CH2:5][CH2:4][CH2:3][CH2:2]1. Procedure: (2R,4S,5S)-5-t-Butoxycarbonylamino-4-hydroxy-2-methyl-6-phenylhexanoic acid cyclohexylamide (D9) (9.43 g) was deprotected in an analogous fashion to D4 to give D10 as a white solid (2 crops, 5.53 g). Reactants: N(Cl)(Cl)Cl (NCl3), C1(=O)N(C(=O)N(C(=O)N1Cl)Cl)Cl (TCCA), [O-]S(=O)(=O)[O-].[Mg+2].C(=O)(O)[O-].[Na+] (MgSO4 NaHCO3), C(C(C)[*:2])[*:1] (Polypropylene), ClCl (Cl2). Run in C(C[*:2])[*:1] (polyethylene). Reaction conditions: temperature 100 fahrenheit. Yields the product S(=O)(=O)([O-])[O-].[Mg+2] (magnesium sulfate), C([O-])(O)=O.[Na+] (sodium bicarbonate). Reaction SMILES: [O-:1][S:2]([O-:5])(=[O:4])=[O:3].[Mg+2:6].[C:7]([O-:10])([OH:9])=[O:8].[Na+:11].C1(N(Cl)C(=O)N(Cl)C(=O)N1Cl)=O.N(Cl)(Cl)Cl.ClCl>>[S:2]([O-:5])([O-:4])(=[O:3])=[O:1].[Mg+2:6].[C:7](=[O:8])([OH:10])[O-:9].[Na+:11] |f:0.1.2.3,7.8,9.10|. Procedure details: Three mixtures of anhydrous magnesium sulfate, anhydrous sodium bicarbonate and activated carbon were prepared having various weight ratios of the components. The weight ratios of MgSO4 /NaHCO3 /C were 33%:33%:33%; 18%:64%:18%; and 41%:41%18%. Polypropylene scrim packets were filled with 7 grams, 14 grams and 28 grams of each of the mixtures, sealed and enclosed in polyethylene containers holding 1816 grams of TCCA tablets. The containers were stored in a controlled atmosphere maintained at 100°...